Dataset: the Open Reaction Database (ORD), a public repository of structured organic reaction records. Task: describe an organic reaction: reactants, conditions, products, and yield Starting materials: C(#C)C1=CN=C2N1N=CC=C2 (3-ethynylimidazo[1,2-b]pyridazine), IC=1C=C(C(=O)NC2=CC(=C(C=C2)N2C=NC(=C2)C)C(F)(F)F)C=CC1C (3-iodo-4-methyl-N-(4-(4-methyl-1H-imidazol-1-yl)-3(trifluoromethyl)phenyl)benzamide). Product: N=1C=C(N2N=CC=CC21)C#CC=2C=C(C(=O)NC1=CC(=C(C=C1)N1C=NC(=C1)C)C(F)(F)F)C=CC2C (3-(2-(Imidazo[1,2-b]pyridazin-3-yl)ethynyl)-4-methyl-N-(4-(4-methyl-1H-imidazol-1-yl)-3-(trifluoromethyl)-phenyl)benzamide). As a reaction SMILES: [C:1]([C:3]1[N:7]2[N:8]=[CH:9][CH:10]=[CH:11][C:6]2=[N:5][CH:4]=1)#[CH:2].I[C:13]1[CH:14]=[C:15]([CH:35]=[CH:36][C:37]=1[CH3:38])[C:16]([NH:18][C:19]1[CH:24]=[CH:23][C:22]([N:25]2[CH:29]=[C:28]([CH3:30])[N:27]=[CH:26]2)=[C:21]([C:31]([F:34])([F:33])[F:32])[CH:20]=1)=[O:17]>>[N:5]1[CH:4]=[C:3]([C:1]#[C:2][C:36]2[CH:35]=[C:15]([CH:14]=[CH:13][C:37]=2[CH3:38])[C:16]([NH:18][C:19]2[CH:24]=[CH:23][C:22]([N:25]3[CH:29]=[C:28]([CH3:30])[N:27]=[CH:26]3)=[C:21]([C:31]([F:32])([F:33])[F:34])[CH:20]=2)=[O:17])[N:7]2[C:6]=1[CH:11]=[CH:10][CH:9]=[N:8]2. Reported procedure: The title compound was synthesized from 3-ethynylimidazo[1,2-b]pyridazine and 3-iodo-4-methyl-N-(4-(4-methyl-1H-imidazol-1-yl)-3(trifluoromethyl)phenyl)benzamide in a manner similar to that described for in Example 1. The title compound was obtained as a light yellow solid. Mp: 124-126° C.; 1H NMR (300 MHz, CDCl3) δ: 9.00 (1H, s), 8.48 (1H, d, J=4.8 Hz), 8.17 (1H, s), 8.09 (3H, m), 7.93-7.95 (1H, d, J=8.7 Hz), 7.86-7.89 (1H, d, J=8.1 Hz), 7.55 (1H, s), 7.39-7.42 (1H, d, J=8.1 Hz), 7.34-7.36 (1H,... Product: CNC(C(C(C)C)C1=CC=C(C=C1)Cl)=O (N-methyl-2-(4-chlorophenyl)-3-methylbutyramide). Starting materials: ClC1=CC=C(C=C1)C(C(=O)O)C(C)C (2-(4-chlorophenyl)-3-methylbutanoic acid), C(C(=O)Cl)(=O)Cl (oxalyl chloride), CN (methylamine). Procedure details: Following the methods of Example 1, 2-(4-chlorophenyl)-3-methylbutanoic acid is reacted with oxalyl chloride and aqueous methylamine to give N-methyl-2-(4-chlorophenyl)-3-methylbutyramide, which is then combined with 3-phenoxybenzyl bromide and AgBF4, yielding 3-phenoxybenzyl N-methyl-2-(4-chlorophenyl)-3-methylbutanimidate, MS m/e 407 (M+). As a reaction SMILES: [Cl:1][C:2]1[CH:7]=[CH:6][C:5]([CH:8]([CH:12]([CH3:14])[CH3:13])[C:9](O)=[O:10])=[CH:4][CH:3]=1.C(Cl)(=O)C(Cl)=O.[CH3:21][NH2:22]>>[CH3:21][NH:22][C:9](=[O:10])[CH:8]([C:5]1[CH:6]=[CH:7][C:2]([Cl:1])=[CH:3][CH:4]=1)[CH:12]([CH3:14])[CH3:13]. Reactants: C1(CC1)[C@@H](C(=O)O)NC(=O)C=1C=2C[C@@H]3[C@H](C2N(N1)C1=C(C=C(C=C1)F)F)C3 ((S)-cyclopropyl-{[(1aR,5aR)-2-(2,4-difluoro-phenyl)-1a,2,5,5a-tetrahydro-1H-2,3-diaza-cyclopropa[a]pentalene-4-carbonyl]-amino}-acetic acid), B (borane), C(=O)(O)[O-].[Na+] (NaHCO3). The solvent is C1CCOC1 (THF), C1CCOC1 (THF). Reaction conditions: temperature 23 celsius, time 2.5 hour. Yields the product C1(CC1)[C@@H](CO)NC(=O)C=1C=2C[C@@H]3[C@H](C2N(N1)C1=C(C=C(C=C1)F)F)C3 ((1aR,5aR)-2-(2,4-Difluoro-phenyl)-1a,2,5,5a-tetrahydro-1H-2,3-diaza-cyclopropa[a]pentalene-4-carboxylic Acid ((S)-1-Cyclopropyl-2-hydroxy-ethyl)-amide). Yield: 42.7%. RXN SMILES: [CH:1]1([C@H:4]([NH:8][C:9]([C:11]2[C:12]3[CH2:13][C@H:14]4[CH2:27][C@H:15]4[C:16]=3[N:17]([C:19]3[CH:24]=[CH:23][C:22]([F:25])=[CH:21][C:20]=3[F:26])[N:18]=2)=[O:10])[C:5](O)=[O:6])[CH2:3][CH2:2]1.B.C([O-])(O)=O.[Na+]>C1COCC1>[CH:1]1([C@H:4]([NH:8][C:9]([C:11]2[C:12]3[CH2:13][C@H:14]4[CH2:27][C@H:15]4[C:16]=3[N:17]([C:19]3[CH:24]=[CH:23][C:22]([F:25])=[CH:21][C:20]=3[F:26])[N:18]=2)=[O:10])[CH2:5][OH:6])[CH2:3][CH2:2]1 |f:2.3|. Reported procedure: To a solution of (S)-cyclopropyl-{[(1aR,5aR)-2-(2,4-difluoro-phenyl)-1a,2,5,5a-tetrahydro-1H-2,3-diaza-cyclopropa[a]pentalene-4-carbonyl]-amino}-acetic acid (175 mg, 0.469 mmol) in THF (4 mL) was added a 1.0 M THF solution of borane (1.875 mL, 1.875 mmol). The reaction was stirred at 23° C. for 2.5 h. Saturated aqueous NaHCO3 (25 mL) was added. The mixture was extracted with dichloromethane (3×25 mL). The combined organic extracts were dried (MgSO4), filtered, then concentrated. The residue was ... The reactants are COC=1C=C(C=C(C1OC)OC)C=1C=C2C(=NC1)NC(C2)=O (5-(3,4,5-Trimethoxy-phenyl)-1,3-dihydro-pyrrolo[2,3-b]pyridin-2-one), CN(C)CCN(C)C (TMEDA), C1CCOC1 (THF), [Li]CCCC (n-BuLi), C(C1=CC=CC=C1)Br (Benzyl bromide), solution, C1CCOC1 (THF). Reaction conditions: time 1 hour. The product is C(C1=CC=CC=C1)C1(C(NC2=NC=C(C=C21)C2=CC(=C(C(=C2)OC)OC)OC)=O)CC2=CC=CC=C2 (3,3-dibenzyl-5-(3,4,5-trimethoxy-phenyl)-1,3-dihydro-pyrrolo[2,3-b]pyridin-2-one). Yield: 38.0%. As a reaction SMILES: [CH3:1][O:2][C:3]1[CH:4]=[C:5]([C:13]2[CH:14]=[C:15]3[CH2:21][C:20](=[O:22])[NH:19][C:16]3=[N:17][CH:18]=2)[CH:6]=[C:7]([O:11][CH3:12])[C:8]=1[O:9][CH3:10].CN(CCN(C)C)C.[Li][CH2:32][CH2:33][CH2:34][CH3:35].[CH2:36](Br)[C:37]1[CH:42]=[CH:41][CH:40]=[CH:39][CH:38]=1.[CH2:44]1[CH2:48]OC[CH2:45]1>>[CH2:35]([C:21]1([CH2:36][C:37]2[CH:42]=[CH:41][CH:40]=[CH:39][CH:38]=2)[C:15]2[C:16](=[N:17][CH:18]=[C:13]([C:5]3[CH:6]=[C:7]([O:11][CH3:12])[C:8]([O:9][CH3:10])=[C:3]([O:2][CH3:1])[CH:4]=3)[CH:14]=2)[NH:19][C:20]1=[O:22])[C:34]1[CH:48]=[CH:44][CH:45]=[CH:32][CH:33]=1. Procedure: 5-(3,4,5-Trimethoxy-phenyl)-1,3-dihydro-pyrrolo[2,3-b]pyridin-2-one (95 mg, 0.316 mmol) and TMEDA (96 μl, 0.623 mmol) were dissolved in anhydrous THF (4 ml) and cooled to −78° C. n-BuLi (1.6 M in hexanes, 415 μl, 0.664 mmol) was added dropwise. After completed addition stirring was continued for 1 hr at −78° C. Benzyl bromide (41.3 μl, 0.348 mmol) was added dropwise as a 10% solution in anh. THF. After completed addition the reaction was allowed to warm up to room temperature while stirring over... The reactants are BrCCCCBr, O=C([O-])[O-], COC(=O)C1=C(C)NC(C)=C(C(=O)O)C1c1cccc([N+](=O)[O-])c1, CN(C)C=O, [K+], [K+], O. Yields the product COC(=O)C1=C(C)NC(C)=C(C(=O)OCCCCBr)C1c1cccc([N+](=O)[O-])c1. Reaction SMILES: [Br:25][CH2:26][CH2:27][CH2:28][CH2:29][Br:30].[C:31](=[O:32])([O-:33])[O-:34].[CH3:1][C:2]1=[C:7]([C:8](=[O:9])[OH:10])[CH:6]([c:11]2[cH:12][c:13]([N+:17](=[O:18])[O-:19])[cH:14][cH:15][cH:16]2)[C:5]([C:20](=[O:21])[O:22][CH3:23])=[C:4]([CH3:24])[NH:3]1.[CH3:38][N:39]([CH3:40])[CH:41]=[O:42].[K+:35].[K+:36].[OH2:37]>>[CH3:1][C:2]1=[C:7]([C:8](=[O:9])[O:10][CH2:29][CH2:28][CH2:27][CH2:26][Br:25])[CH:6]([c:11]2[cH:12][c:13]([N+:17](=[O:18])[O-:19])[cH:14][cH:15][cH:16]2)[C:5]([C:20](=[O:21])[O:22][CH3:23])=[C:4]([CH3:24])[NH:3]1. The reactants are C(C)(=O)C1(OC2=C(C(=CC=C2CC1)O)CCC)C(=O)OC (Methyl 2-acetyl-7-hydroxy-8-n-propylchroman-2-carboxylate), BrCCCBr (1,3-dibromopropane), C([O-])([O-])=O.[K+].[K+] (potassium carbonate), [I-].[Na+] (sodium iodide). Solvent: C(C)C(=O)C (methyl ethyl ketone). Run at time 72 hour. Product: C(C)(=O)C1(OC2=C(C(=CC=C2CC1)OCCCBr)CCC)C(=O)OC (Methyl 2-acetyl-7-(3-bromopropoxy)-8-n-propylchroman-2-carboxylate). Isolated yield 44.0%. RXN SMILES: [C:1]([C:4]1([C:18]([O:20][CH3:21])=[O:19])[CH2:13][CH2:12][C:11]2[C:6](=[C:7]([CH2:15][CH2:16][CH3:17])[C:8]([OH:14])=[CH:9][CH:10]=2)[O:5]1)(=[O:3])[CH3:2].[Br:22][CH2:23][CH2:24][CH2:25]Br.C(=O)([O-])[O-].[K+].[K+].[I-].[Na+]>C(C(C)=O)C>[C:1]([C:4]1([C:18]([O:20][CH3:21])=[O:19])[CH2:13][CH2:12][C:11]2[C:6](=[C:7]([CH2:15][CH2:16][CH3:17])[C:8]([O:14][CH2:25][CH2:24][CH2:23][Br:22])=[CH:9][CH:10]=2)[O:5]1)(=[O:3])[CH3:2] |f:2.3.4,5.6|. Procedure details: A 50 ml single neck round bottom flask was charged with 640 mg (2.2 mmole) of the compound from Example 39, 6.63 g or 3.33 ml (32.8 mmole) of 1,3-dibromopropane, 690 mg (5 mmole) of anhydrous potassium carbonate, 150 mg (1 mmole) of sodium iodide, and 4 ml of methyl ethyl ketone. The flask was equipped with a magnetic stirring bar and a condenser topped with a calcium chloride drying tube, and refluxed with stirring for 72 hours. The insoluble solids were removed by filtration and the filtrate w... Reactants: BrC1=NC2=CC(=CC=C2C(=C1)Br)CBr (2,4-Dibromo-7-bromomethyl-quinoline), COC(=O)C1(CCOCC1)C1=CC(=CC(=C1)O)F (4-(3-fluoro-5-hydroxy-phenyl)-tetrahydro-pyran-4-carboxylic acid methyl ester), C([O-])([O-])=O.[Cs+].[Cs+] (cesium carbonate). Solvent: CN(C)C=O (DMF), CCOC(=O)C (EtOAc), [NH4+].[Cl-] (NH4Cl). Reaction conditions: time 8 hour. The product is COC(=O)C1(CCOCC1)C1=CC(=CC(=C1)F)OCC1=CC=C2C(=CC(=NC2=C1)Br)Br (4-[3-(2,4-Dibromo-quinolin-7-ylmethoxy)-5-fluoro-phenyl]-tetrahydro-pyran-4-carboxylic acid methyl ester). RXN SMILES: [Br:1][C:2]1[CH:11]=[C:10]([Br:12])[C:9]2[C:4](=[CH:5][C:6]([CH2:13]Br)=[CH:7][CH:8]=2)[N:3]=1.[CH3:15][O:16][C:17]([C:19]1([C:25]2[CH:30]=[C:29]([OH:31])[CH:28]=[C:27]([F:32])[CH:26]=2)[CH2:24][CH2:23][O:22][CH2:21][CH2:20]1)=[O:18].C(=O)([O-])[O-].[Cs+].[Cs+]>CN(C=O)C.CCOC(C)=O.[NH4+].[Cl-]>[CH3:15][O:16][C:17]([C:19]1([C:25]2[CH:26]=[C:27]([F:32])[CH:28]=[C:29]([O:31][CH2:13][C:6]3[CH:5]=[C:4]4[C:9]([C:10]([Br:12])=[CH:11][C:2]([Br:1])=[N:3]4)=[CH:8][CH:7]=3)[CH:30]=2)[CH2:24][CH2:23][O:22][CH2:21][CH2:20]1)=[O:18] |f:2.3.4,7.8|. Procedure details: 2,4-Dibromo-7-bromomethyl-quinoline (1.0 g, 2.6 mmol), 4-(3-fluoro-5-hydroxy-phenyl)-tetrahydro-pyran-4-carboxylic acid methyl ester (1a, 670 mg, 2.6 mmol), and cesium carbonate (1.7 g, 5.3 mmol) were suspended in DMF (15 mL) and stirred overnight at room temperature. The mixture was diluted with EtOAc and saturated aqueous NH4Cl, and the aqueous layer was extracted with EtOAc. The combined organic layers were dried over MgSO4, filtered, and concentrated. The residue was purified by silica gel c...